Dataset: the Open Reaction Database (ORD), a public repository of structured organic reaction records. Task: describe an organic reaction: reactants, conditions, products, and yield Starting materials: C(C1=CC=CC=C1)[C@@H]([C@@H](CN(S(=O)(=O)C1=CC=C(C=C1)[N+](=O)[O-])OC(CC)CC)O)NC(O[C@H]1CO[C@H]2OCC[C@H]21)=O ((3R,3aS,6aR)hexahydrofuro[2,3-b]furan-3-yl (1S,2R)-1-benzyl-3-{(1-ethylpropoxy)[(4-nitrophenyl)sulfonyl]amino}-2-hydroxypropylcarbamate). Reagents/catalysts: [Pd] (Palladium on carbon). Solvent: CO (methanol). Reaction conditions: time 16 hour. Yields the product NC1=CC=C(C=C1)S(=O)(=O)N(C[C@H]([C@H](CC1=CC=CC=C1)NC(O[C@H]1CO[C@H]2OCC[C@H]21)=O)O)OC(CC)CC ((3R,3aS,6aR)hexahydrofuro[2,3-b]furan-3-yl (1S,2R)-3-[[(4-aminophenyl)sulfonyl](1-ethylpropoxy)amino]-1-benzyl-2-hydroxypropylcarbamate). Yield: 71.0%. Reaction SMILES: [CH2:1]([C@H:8]([NH:31][C:32](=[O:42])[O:33][C@@H:34]1[C@H:41]2[C@H:37]([O:38][CH2:39][CH2:40]2)[O:36][CH2:35]1)[C@H:9]([OH:30])[CH2:10][N:11]([O:24][CH:25]([CH2:28][CH3:29])[CH2:26][CH3:27])[S:12]([C:15]1[CH:20]=[CH:19][C:18]([N+:21]([O-])=O)=[CH:17][CH:16]=1)(=[O:14])=[O:13])[C:2]1[CH:7]=[CH:6][CH:5]=[CH:4][CH:3]=1>CO.[Pd]>[NH2:21][C:18]1[CH:17]=[CH:16][C:15]([S:12]([N:11]([O:24][CH:25]([CH2:28][CH3:29])[CH2:26][CH3:27])[CH2:10][C@@H:9]([OH:30])[C@@H:8]([NH:31][C:32](=[O:42])[O:33][C@@H:34]2[C@H:41]3[C@H:37]([O:38][CH2:39][CH2:40]3)[O:36][CH2:35]2)[CH2:1][C:2]2[CH:3]=[CH:4][CH:5]=[CH:6][CH:7]=2)(=[O:14])=[O:13])=[CH:20][CH:19]=1. Procedure details: A solution of (3R,3aS,6aR)hexahydrofuro[2,3-b]furan-3-yl (1S,2R)-1-benzyl-3-{(1-ethylpropoxy)[(4-nitrophenyl)sulfonyl]amino}-2-hydroxypropylcarbamate (237 mg, 0.390 mmol) in absolute methanol (5 mL) was combined with Palladium on carbon (10 wt %, 50 mg) and reduced under a Hydrogen atmosphere over 16 hours. The reaction was filtered and evaporated in vacuo. The residue was purified on silica gel eluting with 50-60% ethyl acetate in hexane. Fractions containing the product were combined and evapo... Reactants: N(=O)[O-].[Na+] (sodium nitrite), [I-].[K+] (potassium iodide), ice, COC=1C=C(C=C(C1)[N+](=O)[O-])N (3-methoxy-5-nitro-phenylamine), Cl (hydrochloric acid). The solvent is O (water), O (water), O (water). Conditions: temperature 0 celsius, time 15 minute. Product: IC1=CC(=CC(=C1)[N+](=O)[O-])OC (1-iodo-3-methoxy-5-nitro-benzene). Yield: 80.4%. As a reaction SMILES: [CH3:1][O:2][C:3]1[CH:4]=[C:5](N)[CH:6]=[C:7]([N+:9]([O-:11])=[O:10])[CH:8]=1.Cl.N([O-])=O.[Na+].[I-:18].[K+]>O>[I:18][C:5]1[CH:6]=[C:7]([N+:9]([O-:11])=[O:10])[CH:8]=[C:3]([O:2][CH3:1])[CH:4]=1 |f:2.3,4.5|. Reported procedure: To a solution of 3-methoxy-5-nitro-phenylamine (7.5 g, 44.6 mmol) in water (20 mL) was added a concentrated hydrochloric acid (19.95 mL, 267.6 mmol, 36%) at 0° C. To this was added a chilled solution of sodium nitrite (5.62 g, 80.28 mmol) in water (28.4 mL) dropwise with a vigorous stirring. Then, the resulting colored mixture was stirred for 15 min at 0° C., and a cold solution of potassium iodide (14.81 g, 89.2 mmol) in water (28.4 mL) was added carefully. During this addition, a black brown s... Reactants: C(CCCCCCCCCCC)N(CCOC1=CC=C(C=C1)\C=C\C(C(F)(F)F)O)CCCC(=O)OCC (4-[N-dodecyl-N-2-[4-(E)-[3-hydroxy-4,4,4-trifluorobut-1-en-1-yl]phenoxy]ethylamino]butanoic acid, ethyl ester), C(CCCCCCCCCCC)N1[C@@H](C[C@@H](C1)OC1=CC=C(C=C1)I)C(=O)OC ((2S, 4S)-1-N-Dodecyl-4-(4-iodophenoxy)pyrrolidine-2-carboxylic acid, methyl ester), FC(C(C=C)O)(F)F (4,4,4-trifluorobut-1-en-3-ol). Yields the product title compound, C(CCCCCCCCCCC)N1[C@@H](C[C@@H](C1)OC1=CC=C(C=C1)CCC(C(F)(F)F)=O)C(=O)OC ((2S, 4S)-1-N-dodecyl-4-[4-(3-oxo-4,4,4-trifluorobut-1-yl)phenoxy]pyrrolidine-2-carboxylic acid, methyl ester). Yield: 8.5%. RXN SMILES: [CH2:1]([N:13]1[CH2:17][C@@H:16]([O:18][C:19]2[CH:24]=[CH:23][C:22](I)=[CH:21][CH:20]=2)[CH2:15][C@H:14]1[C:26]([O:28][CH3:29])=[O:27])[CH2:2][CH2:3][CH2:4][CH2:5][CH2:6][CH2:7][CH2:8][CH2:9][CH2:10][CH2:11][CH3:12].[F:30][C:31]([F:37])([F:36])[CH:32]([OH:35])[CH:33]=[CH2:34].C(N(CCCC(OCC)=O)CCOC1C=CC(/C=C/C(O)C(F)(F)F)=CC=1)CCCCCCCCCCC>>[CH2:1]([N:13]1[CH2:17][C@@H:16]([O:18][C:19]2[CH:24]=[CH:23][C:22]([CH2:34][CH2:33][C:32](=[O:35])[C:31]([F:37])([F:36])[F:30])=[CH:21][CH:20]=2)[CH2:15][C@H:14]1[C:26]([O:28][CH3:29])=[O:27])[CH2:2][CH2:3][CH2:4][CH2:5][CH2:6][CH2:7][CH2:8][CH2:9][CH2:10][CH2:11][CH3:12]. Procedure details: (2S, 4S)-1-N-Dodecyl-4-(4-iodophenoxy)pyrrolidine-2-carboxylic acid, methyl ester (800 mg, 1.55 mmol) and 4,4,4-trifluorobut-1-en-3-ol (complex with 1 tetrahydrofuran, 620 mg, 3.1 mmol) were reacted by the general procedure as described in the preparation of 4-[N-dodecyl-N-2-[4-(E)-[3-hydroxy-4,4,4-trifluorobut-1-en-1-yl]phenoxy]ethylamino]butanoic acid, ethyl ester and afforded the title compound (575 mg, 72%) as a colorless oil [[a]D=−28.7° (c 0.8, CHCl3)] and (2S, 4S)-1-N-dodecyl-4-[4-(3-oxo-... The reactants are C(#N)[BH3-].[Na+] (sodium cyanoborohydride), Cl.N1CCC(CC1)N1C(C[C@H]2CCCC[C@H]12)=O ((3aR,7aS)-1-piperidin-4-yloctahydro-2H-indol-2-one hydrochloride), C[O-].[Na+] (sodium methoxide), CC1=C(C(=O)N2CCC(CC2)=O)C=CC=C1 (1-(2-methylbenzoyl)piperidin-4-one). The reagents and catalysts are [Cl-].[Zn+2].[Cl-] (zinc chloride). The solvent is CO (MeOH), CO (MeOH). Conditions: time 10 minute. The product is CC1=C(C(=O)N2CCC(CC2)N2CCC(CC2)N2C(C[C@H]3CCCC[C@H]23)=O)C=CC=C1 ((3aR,7aS)-1-[1′-(2-methylbenzoyl)-1,4′-bipiperidin-4-yl]octahydro-2H-indol-2-one). Yield: 32.4%. As a reaction SMILES: Cl.[NH:2]1[CH2:7][CH2:6][CH:5]([N:8]2[C@@H:16]3[C@H:11]([CH2:12][CH2:13][CH2:14][CH2:15]3)[CH2:10][C:9]2=[O:17])[CH2:4][CH2:3]1.C[O-].[Na+].[CH3:21][C:22]1[CH:36]=[CH:35][CH:34]=[CH:33][C:23]=1[C:24]([N:26]1[CH2:31][CH2:30][C:29](=O)[CH2:28][CH2:27]1)=[O:25].C([BH3-])#N.[Na+]>CO.[Cl-].[Zn+2].[Cl-]>[CH3:21][C:22]1[CH:36]=[CH:35][CH:34]=[CH:33][C:23]=1[C:24]([N:26]1[CH2:27][CH2:28][CH:29]([N:2]2[CH2:3][CH2:4][CH:5]([N:8]3[C@@H:16]4[C@H:11]([CH2:12][CH2:13][CH2:14][CH2:15]4)[CH2:10][C:9]3=[O:17])[CH2:6][CH2:7]2)[CH2:30][CH2:31]1)=[O:25] |f:0.1,2.3,5.6,8.9.10|. Procedure details: To a solution of (3aR,7aS)-1-piperidin-4-yloctahydro-2H-indol-2-one hydrochloride (70 mg, 0.27 mmol) in MeOH (4 mL) was added sodium methoxide (62 μl, 0.27 mmol) followed by 1-(2-methylbenzoyl)piperidin-4-one (60 mg, 0.27 mmol) and the mixture stirred at room temperature for 10 minutes. A solution containing sodium cyanoborohydride (28 mg, 0.41 mmol) and zinc chloride (18 mg, 0.13 mmol) in MeOH (1 mL) was then added and the mixture stirred at room temperature overnight. The reaction was quenched... Starting materials: FC1=CC=C(C=C1)C1=C(N(C2=CC=CC=C12)C(C)C)/C=C/CO ((E)-3-[3-(4-fluorophenyl)-1-(1-methylethyl)- 1H-indol-2-yl]-2-propen-1-ol), COC(C(=O)C1=CC=C(C=C1)O)=O (4-hydroxyphenylglyoxylic acid methyl ester), N(=NC(=O)OCC)C(=O)OCC (diethyl azodicarboxylate), C1(=CC=CC=C1)P(C1=CC=CC=C1)C1=CC=CC=C1 (triphenylphosphine). Run in O1CCCC1 (tetrahydrofuran). Product: COC(C(C1=CC=CC=C1)=O)=O (alpha-oxobenzeneacetic acid methyl ester). RXN SMILES: FC1C=CC(C2C3C(=CC=CC=3)N(C(C)C)C=2/C=C/CO)=CC=1.[CH3:24][O:25][C:26](=[O:36])[C:27]([C:29]1[CH:34]=[CH:33][C:32](O)=[CH:31][CH:30]=1)=[O:28].N(C(OCC)=O)=NC(OCC)=O.C1(P(C2C=CC=CC=2)C2C=CC=CC=2)C=CC=CC=1>O1CCCC1>[CH3:24][O:25][C:26](=[O:36])[C:27](=[O:28])[C:29]1[CH:30]=[CH:31][CH:32]=[CH:33][CH:34]=1. Reported procedure: As in Example 15, (E)-3-[3-(4-fluorophenyl)-1-(1-methylethyl)- 1H-indol-2-yl]-2-propen-1-ol (1.0 g) was reacted with 4-hydroxyphenylglyoxylic acid methyl ester (0.585 g) in the presence of diethyl azodicarboxylate (0.71 g) and triphenylphosphine (1.06 g) in tetrahydrofuran (30 mL). The crude reaction product, isolated in the usual manner, was purified by flash chromatography over silica gel (130 g; ethyl acetate-hexane; 1:4) to furnish 0.61 g of (E)-4-[3-[3-(4-fluorophenyl)-1-(1-methylethyl)-1H-... Reactants: CI, [K+], [K+], O=C([O-])[O-], CN(C)C=O, O, CC(=O)c1ccc2c(c1O)OCCO2. Product: COc1c(C(C)=O)ccc2c1OCCO2. As a reaction SMILES: [CH3:7][I:8].[K+:1].[K+:2].[O-:3][C:4]([O-:5])=[O:6].[O:24]=[CH:25][N:26]([CH3:27])[CH3:28].[OH2:9].[OH:10][c:11]1[c:12]([C:21]([CH3:22])=[O:23])[cH:13][cH:14][c:15]2[c:20]1[O:19][CH2:18][CH2:17][O:16]2>>[CH3:4][O:10][c:11]1[c:12]([C:21]([CH3:22])=[O:23])[cH:13][cH:14][c:15]2[c:20]1[O:19][CH2:18][CH2:17][O:16]2. The reactants are [OH-].[NH4+] (ammonium hydroxide), C(C)(C)[C@H]1COCC=2N1C1=C(C=[N+](C3=CC=CC=C13)[O-])N2 ((11S)-11-Isopropyl-10,11-dihydro-8H-[1,4]oxazino[4′,3′:1,2]imidazo[4,5-c]quinoline 5-oxide), C1(=CC=C(C=C1)S(=O)(=O)Cl)C (p-toluenesulfonyl chloride). Run in C(Cl)Cl (CH2Cl2), O (H2O), C(Cl)Cl (CH2Cl2). Run at time 2 hour. Product: C(C)(C)[C@H]1COCC=2N1C1=C(C(=NC3=CC=CC=C13)N)N2 ((11S)-11-isopropyl-10,11-dihydro-8H-[1,4]oxazino[4′,3′:1,2]imidazo[4,5-c]quinolin-6-amine). RXN SMILES: [CH:1]([C@@H:4]1[N:9]2[C:10]3[C:19]4[C:14](=[CH:15][CH:16]=[CH:17][CH:18]=4)[N+:13]([O-])=[CH:12][C:11]=3[N:21]=[C:8]2[CH2:7][O:6][CH2:5]1)([CH3:3])[CH3:2].[OH-].[NH4+:23].C1(C)C=CC(S(Cl)(=O)=O)=CC=1>C(Cl)Cl.O>[CH:1]([C@@H:4]1[N:9]2[C:10]3[C:19]4[C:14](=[CH:15][CH:16]=[CH:17][CH:18]=4)[N:13]=[C:12]([NH2:23])[C:11]=3[N:21]=[C:8]2[CH2:7][O:6][CH2:5]1)([CH3:3])[CH3:2] |f:1.2|. Reported procedure: (11S)-11-Isopropyl-10,11-dihydro-8H-[1,4]oxazino[4′,3′:1,2]imidazo[4,5-c]quinoline 5-oxide (1.20 g, 4.23 mmol) was dissolved in 50 mL of CH2Cl2 and treated with 5 mL of concentrated ammonium hydroxide solution. The mixture was stirred rapidly and then p-toluenesulfonyl chloride (849 mg, 4.45 mmol) was carefully added. Rapid stirring was continued for 2 hours. The reaction mixture was then diluted with 25 mL of CH2Cl2 and 25 mL of H2O. The layers were separated and the organic portion was washed ... Reactants: compound, NC1=CC=C(C=C1)C1=CC=C2CN(C(C2=C1)=O)[C@H](C(=O)OC)C(C)C ((S)-Methyl 2-(6-(4-aminophenyl)-1-oxoisoindolin-2-yl)-3-methylbutanoate), C(#N)C1=CC=C(C=C1)S(=O)(=O)Cl (4-cyanobenzene sulfonyl chloride), compound, compound. The product is C(#N)C1=CC=C(C=C1)S(=O)(=O)NC1=CC=C(C=C1)C1=CC=C2CN(C(C2=C1)=O)[C@H](C(=O)OC)C(C)C ((S)-Methyl 2-(6-(4-(4-cyanophenylsulfonamido)phenyl)-1-oxoisoindolin-2-yl)-3-methylbutanoate). RXN SMILES: [NH2:1][C:2]1[CH:7]=[CH:6][C:5]([C:8]2[CH:16]=[C:15]3[C:11]([CH2:12][N:13]([C@@H:18]([CH:23]([CH3:25])[CH3:24])[C:19]([O:21][CH3:22])=[O:20])[C:14]3=[O:17])=[CH:10][CH:9]=2)=[CH:4][CH:3]=1.[C:26]([C:28]1[CH:33]=[CH:32][C:31]([S:34](Cl)(=[O:36])=[O:35])=[CH:30][CH:29]=1)#[N:27]>>[C:26]([C:28]1[CH:29]=[CH:30][C:31]([S:34]([NH:1][C:2]2[CH:3]=[CH:4][C:5]([C:8]3[CH:16]=[C:15]4[C:11]([CH2:12][N:13]([C@@H:18]([CH:23]([CH3:25])[CH3:24])[C:19]([O:21][CH3:22])=[O:20])[C:14]4=[O:17])=[CH:10][CH:9]=3)=[CH:6][CH:7]=2)(=[O:36])=[O:35])=[CH:32][CH:33]=1)#[N:27]. Procedure: The compound of example 79 was prepared analogous to compound of example 77 by reaction of compound of example 6 with 4-cyanobenzene sulfonyl chloride. The compound of example 79 was used directly without isolation for the preparation of compound of example 80.